Dataset: the Open Reaction Database (ORD), a public repository of structured organic reaction records. Task: describe an organic reaction: reactants, conditions, products, and yield Starting materials: CC(C)(C)[Si](C)(C)Cl, CN(C)C=O, CC(C)(C)OC(=O)NC(c1ccc(C(F)(F)F)cc1)C(O)CO, c1c[nH]cn1. Yields the product CC(C)(C)OC(=O)NC(c1ccc(C(F)(F)F)cc1)C(O)CO[Si](C)(C)C(C)(C)C. As a reaction SMILES: [C:29]([CH3:30])([CH3:31])([CH3:32])[Si:33]([CH3:34])([CH3:35])[Cl:36].[O:37]=[CH:38][N:39]([CH3:40])[CH3:41].[OH:1][CH:2]([CH:3]([c:4]1[cH:5][cH:6][c:7]([C:10]([F:11])([F:12])[F:13])[cH:8][cH:9]1)[NH:14][C:15]([O:16][C:17]([CH3:18])([CH3:19])[CH3:20])=[O:21])[CH2:22][OH:23].[nH:24]1[cH:25][cH:26][n:27][cH:28]1>>[OH:1][CH:2]([CH:3]([c:4]1[cH:5][cH:6][c:7]([C:10]([F:11])([F:12])[F:13])[cH:8][cH:9]1)[NH:14][C:15]([O:16][C:17]([CH3:18])([CH3:19])[CH3:20])=[O:21])[CH2:22][O:23][Si:33]([C:29]([CH3:30])([CH3:31])[CH3:32])([CH3:34])[CH3:35]. Reactants: CC=CC(=O)OC, CC(C)=CCC[N+](=O)[O-], CO, C1=NCCCN2CCCCC12. Yields the product COC(=O)CC(C)C(CC=C(C)C)[N+](=O)[O-]. RXN SMILES: [C:21]([CH:22]=[CH:23][CH3:24])(=[O:25])[O:26][CH3:27].[CH3:12][C:13]([CH3:14])=[CH:15][CH2:16][CH2:17][N+:18](=[O:19])[O-:20].[CH3:28][OH:29].[N:1]12[CH2:2][CH2:3][CH2:4][CH2:5][CH:6]1[CH:7]=[N:8][CH2:9][CH2:10][CH2:11]2>>[CH3:12][C:13]([CH3:14])=[CH:15][CH2:16][CH:17]([N+:18](=[O:19])[O-:20])[CH:23]([CH2:22][C:21](=[O:25])[O:26][CH3:27])[CH3:24]. Starting materials: C(C)(C)(C)OC(=O)N1CCN(CC1)C1=NC=CN=C1Cl (3′-chloro-2,3,5,6-tetrahydro-[1,2′]bipyrazinyl-4-carboxylic acid t-butyl ester), C1(=CC=CC=C1)B(O)O (phenylboronic acid), C([O-])([O-])=O.[K+].[K+] (potassium carbonate). Reagents/catalysts: [Pd].C1(=CC=CC=C1)P(C1=CC=CC=C1)C1=CC=CC=C1.C1(=CC=CC=C1)P(C1=CC=CC=C1)C1=CC=CC=C1.C1(=CC=CC=C1)P(C1=CC=CC=C1)C1=CC=CC=C1.C1(=CC=CC=C1)P(C1=CC=CC=C1)C1=CC=CC=C1 (tetrakis(triphenylphosphine) palladium(0)). The solvent is CN(C(C)=O)C (N,N-dimethylacetamide), O (water). Product: C(C)(C)(C)OC(=O)N1CCN(CC1)C1=NC=CN=C1C1=CC=CC=C1 (3′-(phenyl)-2,3,5,6-tetrahydro-[1,2′]bipyrazinyl-4-carboxylic acid t-butyl ester). Yield: 87.1%. RXN SMILES: [C:1]([O:5][C:6]([N:8]1[CH2:13][CH2:12][N:11]([C:14]2[C:19](Cl)=[N:18][CH:17]=[CH:16][N:15]=2)[CH2:10][CH2:9]1)=[O:7])([CH3:4])([CH3:3])[CH3:2].[C:21]1(B(O)O)[CH:26]=[CH:25][CH:24]=[CH:23][CH:22]=1.C(=O)([O-])[O-].[K+].[K+]>CN(C)C(=O)C.O.[Pd].C1(P(C2C=CC=CC=2)C2C=CC=CC=2)C=CC=CC=1.C1(P(C2C=CC=CC=2)C2C=CC=CC=2)C=CC=CC=1.C1(P(C2C=CC=CC=2)C2C=CC=CC=2)C=CC=CC=1.C1(P(C2C=CC=CC=2)C2C=CC=CC=2)C=CC=CC=1>[C:1]([O:5][C:6]([N:8]1[CH2:13][CH2:12][N:11]([C:14]2[C:19]([C:21]3[CH:26]=[CH:25][CH:24]=[CH:23][CH:22]=3)=[N:18][CH:17]=[CH:16][N:15]=2)[CH2:10][CH2:9]1)=[O:7])([CH3:4])([CH3:3])[CH3:2] |f:2.3.4,7.8.9.10.11|. Procedure: Dissolve 3′-chloro-2,3,5,6-tetrahydro-[1,2′]bipyrazinyl-4-carboxylic acid t-butyl ester (2.50 g, 8.40 mmol) and phenylboronic acid (1.23 g, 10.08 mmol) in N,N-dimethylacetamide (25 mL) and water (10 mL). Add tetrakis(triphenylphosphine) palladium(0) (0.49 g, 0.42 mmol) and potassium carbonate (2.80 g, 20.16 mmol). Heat for 4 hr. at 114° C. and allow to cool about 1.5 hr. to room temperature. Partition reaction mixture between MTBE and water. Separate layers. Dry organic layer (sodium sulfate), f... Starting materials: BrC1=CC=C2C(CCC(C2=C1)=O)(C)C (7-bromo-3,4-dihydro-4,4-dimethylnaphthalen-1(2H)-one), [H-].C(C(C)C)[Al+]CC(C)C (diisobutylaluminum hydride), BrC=1C=C(C=CC1)CC(=O)OCC (ethyl 3-bromophenylacetate), BrC=1C=C(C=CC1)CC(=O)OCC (ethyl 3-bromophenylacetate). RXN SMILES: BrC1C=C2C(C(C)(C)CCC2=O)=CC=1.[Br:15][C:16]1[CH:17]=[C:18]([CH2:22][C:23](OCC)=[O:24])[CH:19]=[CH:20][CH:21]=1.[H-].C([Al+]CC(C)C)C(C)C>>[Br:15][C:16]1[CH:17]=[C:18]([CH2:22][CH:23]=[O:24])[CH:19]=[CH:20][CH:21]=1 |f:2.3|. The product is BrC=1C=C(C=CC1)CC=O ((3-bromophenyl)acetaldehyde). Procedure: Compound G can be obtained as described in J. Med. Chem. 1995, 38, 4764-4767, and as shown in Reaction Scheme 1. Thus, referring now specifically to Reaction Scheme 1, ethyl 3-bromophenylacetate (Compound B, made by esterification of 3-bromophenylacetic acid) is reduced with diisobutylaluminum hydride (DIBAL H) to yield (3-bromophenyl)acetaldehyde. (3-Bromophenyl)acetaldehyde is reacted in a Wittig reaction with (carbethoxymethylene)triphenylphosphorane to provide a mixture of E and Z ethyl 4-(3... Reactants: [H-].[Na+] (Sodium hydride), suspension, CC1=CC=C(C=C1)S(=O)(=O)N (4-methylphenylsulphonamide), S(C)(=O)(=O)OCC1CCN(CC1)C(=O)OCC1=CC=CC=C1 (N-benzyloxycarbonylpiperidine-4-methanol mesylate). Procedure details: Sodium hydride (300 mg of a 60% suspension) was added to a stirred solution of 4-methylphenylsulphonamide and the mixture stirred at room temperature until effervescence had ceased. N-benzyloxycarbonylpiperidine-4-methanol mesylate (1.09 g) was added and the mixture heated at 100° C. for 7 hours. After cooling to room temperature it was diluted with water (200 ml) and extracted with ether (4×40 ml); the extracts were combined, washed with water (2×) and brine, dried (MgSO4) and evaporated to yie... As a reaction SMILES: [H-].[Na+].[CH3:3][C:4]1[CH:9]=[CH:8][C:7]([S:10]([NH2:13])(=[O:12])=[O:11])=[CH:6][CH:5]=1.S(O[CH2:19][CH:20]1[CH2:25][CH2:24][N:23]([C:26]([O:28][CH2:29][C:30]2[CH:35]=[CH:34][CH:33]=[CH:32][CH:31]=2)=[O:27])[CH2:22][CH2:21]1)(=O)(=O)C>O>[CH2:29]([O:28][C:26]([N:23]1[CH2:24][CH2:25][CH:20]([CH2:19][NH:13][S:10]([C:7]2[CH:6]=[CH:5][C:4]([CH3:3])=[CH:9][CH:8]=2)(=[O:12])=[O:11])[CH2:21][CH2:22]1)=[O:27])[C:30]1[CH:31]=[CH:32][CH:33]=[CH:34][CH:35]=1 |f:0.1|. Solvent: O (water). Yields the product C(C1=CC=CC=C1)OC(=O)N1CCC(CC1)CNS(=O)(=O)C1=CC=C(C=C1)C (N-(1-benzyloxycarbonylpiperidin-4-ylmethyl)-4-methylphenylsulphonamide). As a reaction SMILES: C(OC(=O)C)(=O)C.[CH3:8][N:9]1[CH:13]=[CH:12][CH:11]=[C:10]1[C:14](=[O:19])[C:15]([Cl:18])([Cl:17])[Cl:16].[N+:20]([O-])([OH:22])=[O:21]>C(O)(C)C>[CH3:8][N:9]1[CH:13]=[C:12]([N+:20]([O-:22])=[O:21])[CH:11]=[C:10]1[C:14](=[O:19])[C:15]([Cl:16])([Cl:17])[Cl:18]. Yield: 50.1%. Procedure details: An acetic anhydride solution (200 ml) containing 3 (45.2 g, 0.200 mol) was cooled to −40° C., and then fuming nitric acid (18.5 ml, 0.360 mol) was dropped into the solution at the same temperature. After stirring the mixture for 2 hours at a room temperature, isopropanol was added to precipitate a solid. The precipitated solid was collected by filtration to obtain a nitro substance 5 (27.2 g). The filtrate was distilled under a reduced pressure, and the obtained residue was subjected to silica g... Solvent: C(C)(C)O (isopropanol). Run at temperature -40 celsius, time 2 hour. The reactants are [N+](=O)(O)[O-] (nitric acid), C(C)(=O)OC(C)=O (acetic anhydride), CN1C(=CC=C1)C(C(Cl)(Cl)Cl)=O (1-methyl-2-trichloroacetylpyrrole). Yields the product nitro, CN1C(=CC(=C1)[N+](=O)[O-])C(C(Cl)(Cl)Cl)=O (1-methyl-4-nitro-2-trichloroacetylpyrrole). The reactants are C1CCOC1, CO, COC(=O)c1ccc(C#CC2CC2)cc1Cl, [Na+], [OH-]. Yields the product O=C(O)c1ccc(C#CC2CC2)cc1Cl. As a reaction SMILES: [CH2:19]1[O:20][CH2:21][CH2:22][CH2:23]1.[CH3:24][OH:25].[Cl:1][c:2]1[c:3]([C:4](=[O:5])[O:6][CH3:7])[cH:8][cH:9][c:10]([C:12]#[C:13][CH:14]2[CH2:15][CH2:16]2)[cH:11]1.[Na+:18].[OH-:17]>>[Cl:1][c:2]1[c:3]([C:4](=[O:5])[OH:6])[cH:8][cH:9][c:10]([C:12]#[C:13][CH:14]2[CH2:15][CH2:16]2)[cH:11]1.